This data is from the Open Reaction Database (ORD), a public repository of structured organic reaction records. The task is: describe an organic reaction: reactants, conditions, products, and yield Starting materials: ClC1=CC(=CC=C1)C(=O)OO (m-chloroperbenzoic acid), C(C)(C)OC(C(=O)OCC)CC1=CC=NC=C1 (ethyl 2-isopropoxy-3-(4-pyridyl)propanoate). Solvent: ClCCl (dichloromethane), C(O)([O-])=O.[Na+] (sodium hydrogencarbonate). Reaction conditions: time 1.5 hour. The product is C(CCCCCCC\C=C/CCCCCCCC)(=O)[O-].C(C)OC(C(CC1=CC=[NH+]C=C1)OC(C)C)=O (4-(3-ethoxy-2-isopropoxy-3-oxopropyl)-1-pyridinium oleate). Yield: 119.8%. As a reaction SMILES: Cl[C:2]1[CH:7]=[CH:6][CH:5]=[C:4]([C:8]([O:10]O)=[O:9])[CH:3]=1.[CH:12]([O:15][CH:16]([CH2:22][C:23]1[CH:28]=[CH:27][N:26]=[CH:25][CH:24]=1)[C:17]([O:19][CH2:20][CH3:21])=[O:18])([CH3:14])[CH3:13]>ClCCl.C(=O)([O-])O.[Na+]>[C:8]([O-:10])(=[O:9])[CH2:4][CH2:5][CH2:6][CH2:7][CH2:2][CH2:3][CH2:4]/[CH:3]=[CH:2]\[CH2:7][CH2:6][CH2:27][CH2:28][CH2:23][CH2:22][CH2:16][CH3:17].[CH2:20]([O:19][C:17](=[O:18])[CH:16]([O:15][CH:12]([CH3:14])[CH3:13])[CH2:22][C:23]1[CH:24]=[CH:25][NH+:26]=[CH:27][CH:28]=1)[CH3:21] |f:3.4,5.6|. Procedure details: 6.0 g of m-chloroperbenzoic acid was added to a solution of 4.88 g ethyl 2-isopropoxy-3-(4-pyridyl)propanoate in dichloromethane (50 mL), followed by stirring at room temperature for 1.5 hours. After the reaction solution was diluted with saturated aqueous sodium hydrogencarbonate solution, the aqueous layer was extracted with dichloromethane for 3 times. The combined organic layer was dried over anhydrous sodium sulfate and then concentrated, to give 6.40 g crude 4-(3-ethoxy-2-isopropoxy-3-oxop... The reactants are CC1([C@@H]([C@@H]1C#CC(=O)O)C(=O)OC(C)(C)C)C (1,1-dimethylethyl(1R,cis)2,2-dimethyl-3[2-carboxyethynyl]-cyclopropane-carboxylate), N1=CC=CC2=CC=CC=C12 (quinoline). The reagents and catalysts are [OH-].[Pd+2].[OH-] (palladium hydroxide). The solvent is C(C)(=O)OCC (ethyl acetate). The product is CC1([C@@H]([C@@H]1\C=C/C(=O)O)C(=O)OC(C)(C)C)C (1,1-dimethylethyl(1R,cis)2,2-dimethyl-3-[(Z)2-carboxyethenyl]-cyclopropane-carboxylate). Isolated yield 99.2%. As a reaction SMILES: [CH3:1][C:2]1([CH3:17])[C@@H:4]([C:5]#[C:6][C:7]([OH:9])=[O:8])[C@H:3]1[C:10]([O:12][C:13]([CH3:16])([CH3:15])[CH3:14])=[O:11].N1C2C(=CC=CC=2)C=CC=1>C(OCC)(=O)C.[OH-].[Pd+2].[OH-]>[CH3:1][C:2]1([CH3:17])[C@@H:4](/[CH:5]=[CH:6]\[C:7]([OH:9])=[O:8])[C@H:3]1[C:10]([O:12][C:13]([CH3:16])([CH3:15])[CH3:14])=[O:11] |f:3.4.5|. Reported procedure: 2 g of 1,1-dimethylethyl(1R,cis)2,2-dimethyl-3[2-carboxyethynyl]-cyclopropane-carboxylate in 41 ml of ethyl acetate were hydrogenated in the presence of 0.38 g of 10% palladium hydroxide on barium sulfate and 0.4 ml of quinoline and the mixture was filtered. The filtrate was washed with 0.5N hydrochloric acid, then with water until neutral, dried and evaporated to dryness under reduced pressure to obtain 2 g of 1,1-dimethylethyl(1R,cis)2,2-dimethyl-3-[(Z)2-carboxyethenyl]-cyclopropane-carboxylat... Product: COCC(C)Oc1cc(O)cc(C(=O)Nc2cc(C)n(C)n2)c1. The reactants are COCC(C)Oc1cc(OCc2ccccc2)cc(C(=O)Nc2cc(C)n(C)n2)c1, CCO. RXN SMILES: [CH3:1][n:2]1[n:3][c:4]([NH:8][C:9]([c:10]2[cH:11][c:12]([O:24][CH:25]([CH2:26][O:27][CH3:28])[CH3:29])[cH:13][c:14]([O:16][CH2:17][c:18]3[cH:19][cH:20][cH:21][cH:22][cH:23]3)[cH:15]2)=[O:30])[cH:5][c:6]1[CH3:7].[CH3:31][CH2:32][OH:33]>>[CH3:1][n:2]1[n:3][c:4]([NH:8][C:9]([c:10]2[cH:11][c:12]([O:24][CH:25]([CH2:26][O:27][CH3:28])[CH3:29])[cH:13][c:14]([OH:16])[cH:15]2)=[O:30])[cH:5][c:6]1[CH3:7]. Starting materials: O=[N+]([O-])c1cc(Cl)ccc1NC1CC1, [H-], [Na+], CN(C)C=O, O, Cc1ccc(S(=O)(=O)Cl)cc1. Product: Cc1ccc(S(=O)(=O)N(c2ccc(Cl)cc2[N+](=O)[O-])C2CC2)cc1. RXN SMILES: [Cl:3][c:4]1[cH:5][c:6]([N+:14](=[O:15])[O-:16])[c:7]([NH:8][CH:9]2[CH2:10][CH2:11]2)[cH:12][cH:13]1.[H-:1].[Na+:2].[O:29]=[CH:30][N:31]([CH3:32])[CH3:33].[OH2:28].[c:17]1([CH3:27])[cH:18][cH:19][c:20]([S:23](=[O:24])(=[O:25])[Cl:26])[cH:21][cH:22]1>>[Cl:3][c:4]1[cH:5][c:6]([N+:14](=[O:15])[O-:16])[c:7]([N:8]([CH:9]2[CH2:10][CH2:11]2)[S:23]([c:20]2[cH:19][cH:18][c:17]([CH3:27])[cH:22][cH:21]2)(=[O:24])=[O:25])[cH:12][cH:13]1. Starting materials: stainless steel, O (H2O), K3Fe(CN)6, CC(=C)C1=CC=CC=C1 (α-methylstyrene), CC(=C)C1=CC=CC=C1 (α-methylstyrene), PHAL-DHQD, Nafion, OP(=O)(O)O (H3PO4), C(=O)([O-])[O-].[K+].[K+] (K2CO3). Reagents/catalysts: [Pt] (platinum), O=[Os](=O)(=O)=O (OsO4). The solvent is CC(C)(C)O (t-BuOH). Product: C1(=CC=CC=C1)[C@@](CO)(C)O ((R)-2-phenyl-1.2-propanediol). The yield is 95.0%. Reaction SMILES: OP(O)(O)=O.[OH2:6].C([O-])([O-])=[O:8].[K+].[K+].[CH3:13][C:14]([C:16]1[CH:21]=[CH:20][CH:19]=[CH:18][CH:17]=1)=[CH2:15]>[Pt].O=[Os](=O)(=O)=O.CC(O)(C)C>[C:16]1([C@:14]([OH:8])([CH3:13])[CH2:15][OH:6])[CH:21]=[CH:20][CH:19]=[CH:18][CH:17]=1 |f:2.3.4|. Procedure details: A flow cell reactor filled with a 100 cm2 platinum on titanium anode and a 100 cm2 stainless steel cathode--the two electrode compartment being divided by a Nafion® cation exchange membrane--is used. A solution of 5% H3PO4 is circulated through the cathode compartment, while a solution of anolyte consisting of the followings: H2O (2 liters), t-BuOH (2 liters), K3Fe(CN)6 (0.24 mole, 91 g), K2CO3 (4.8 mole, 662 g), the chiral ligand, PHAL-DHQD (0.012 mole, 9.3 g), OsO4 (0.2M in toluene, 0.0008 mol... Procedure: 1.08 g of phenylhydrazine was dissolved in 10 ml of pyridine, and 0.78 g of acetic anhydride was added thereto under cooling with ice, followed by stirring for 20 minutes. Then, 2.0 g of 4-methoxybenzoyl chloride was added thereto, followed by stirring at room temperature for 15 hours. After water was added to the reaction mixture, the product was extracted with ethyl acetate. The organic layer was washed with 5% hydrochloric acid and a 5% aqueous solution of sodium hydroxide, and dried over anh... RXN SMILES: [C:1]1([NH:7][NH2:8])[CH:6]=[CH:5][CH:4]=[CH:3][CH:2]=1.[C:9](OC(=O)C)(=[O:11])[CH3:10].[CH3:16][O:17][C:18]1[CH:26]=[CH:25][C:21]([C:22](Cl)=[O:23])=[CH:20][CH:19]=1.O>N1C=CC=CC=1>[C:9]([NH:8][N:7]([C:1]1[CH:6]=[CH:5][CH:4]=[CH:3][CH:2]=1)[C:22](=[O:23])[C:21]1[CH:25]=[CH:26][C:18]([O:17][CH3:16])=[CH:19][CH:20]=1)(=[O:11])[CH3:10]. Yield: 46.0%. Starting materials: O (water), C1(=CC=CC=C1)NN (phenylhydrazine), COC1=CC=C(C(=O)Cl)C=C1 (4-methoxybenzoyl chloride), C(C)(=O)OC(C)=O (acetic anhydride). Conditions: time 20 minute. The solvent is N1=CC=CC=C1 (pyridine). The product is C(C)(=O)NN(C(C1=CC=C(C=C1)OC)=O)C1=CC=CC=C1 (N′-acetyl-4-methoxy-N-phenylbenzohydrazide). Starting materials: CCc1cn(CCO)c(C2CCNCC2)n1, CO, CCN(C(C)C)C(C)C, O=C1Nc2ncnc(Cl)c2CN1CC(F)(F)F, Cl, Cl. Yields the product CCc1cn(CCO)c(C2CCN(c3ncnc4c3CN(CC(F)(F)F)C(=O)N4)CC2)n1. As a reaction SMILES: [CH2:20]([CH3:21])[c:22]1[n:23][c:24]([CH:30]2[CH2:31][CH2:32][NH:33][CH2:34][CH2:35]2)[n:25]([CH2:27][CH2:28][OH:29])[cH:26]1.[CH3:45][OH:46].[CH:36]([N:37]([CH:38]([CH3:39])[CH3:40])[CH2:41][CH3:42])([CH3:43])[CH3:44].[Cl:1][c:2]1[c:3]2[c:4]([n:5][cH:6][n:7]1)[NH:8][C:9](=[O:17])[N:10]([CH2:12][C:13]([F:14])([F:15])[F:16])[CH2:11]2.[ClH:18].[ClH:19]>>[c:2]1([N:33]2[CH2:32][CH2:31][CH:30]([c:24]3[n:23][c:22]([CH2:20][CH3:21])[cH:26][n:25]3[CH2:27][CH2:28][OH:29])[CH2:35][CH2:34]2)[c:3]2[c:4]([n:5][cH:6][n:7]1)[NH:8][C:9](=[O:17])[N:10]([CH2:12][C:13]([F:14])([F:15])[F:16])[CH2:11]2. Starting materials: C(C1=CC=CC=C1)(=O)C1=[N+](C2=CC=CC=C2[N+](=C1CSC)[O-])[O-] (2-benzoyl-3-methylthiomethylquinoxaline 1,4-dioxide), ClC1=CC(=CC=C1)C(=O)OO (3-chloroperbenzoic acid). The solvent is C(Cl)(Cl)Cl (chloroform). Product: C(C1=CC=CC=C1)(=O)C1=[N+](C2=CC=CC=C2[N+](=C1CS(=O)C)[O-])[O-] (2-benzoyl-3-methylsulfinylmethylquinoxaline 1,4-dioxide). RXN SMILES: [C:1]([C:9]1[C:18]([CH2:19][S:20][CH3:21])=[N+:17]([O-:22])[C:16]2[C:11](=[CH:12][CH:13]=[CH:14][CH:15]=2)[N+:10]=1[O-:23])(=[O:8])[C:2]1[CH:7]=[CH:6][CH:5]=[CH:4][CH:3]=1.ClC1C=CC=C(C(OO)=[O:32])C=1>C(Cl)(Cl)Cl>[C:1]([C:9]1[C:18]([CH2:19][S:20]([CH3:21])=[O:32])=[N+:17]([O-:22])[C:16]2[C:11](=[CH:12][CH:13]=[CH:14][CH:15]=2)[N+:10]=1[O-:23])(=[O:8])[C:2]1[CH:3]=[CH:4][CH:5]=[CH:6][CH:7]=1. Procedure: A solution of 3.26 g. (0.01 mol) of 2-benzoyl-3-methylthiomethylquinoxaline 1,4-dioxide and 2.20 g. (0.01 mol.) of 85% pure 3-chloroperbenzoic acid in 150 ml. of chloroform is stirred at room temperature overnight. The reaction mixture is washed with 5% sodium bicarbonate solution, dried, and evaporated in vacuo to afford crude 2-benzoyl-3-methylsulfinylmethylquinoxaline 1,4-dioxide. The reactants are C[Si](C)(C)CNCC=C (N-((trimethylsilyl)methyl)prop-2-en-1-amine), C(=O)([O-])[O-].[K+].[K+] (K2CO3), C=O (formaldehyde), CO (methanol). The solvent is COC(C)(C)C (tert-butyl methyl ether), O (Water). Yields the product COCN(CC=C)C[Si](C)(C)C (N-(methoxymethyl)-N-((trimethylsilyl)methyl)prop-2-en-1-amine). Yield: 87.4%. As a reaction SMILES: [CH3:1][Si:2]([CH2:5][NH:6][CH2:7][CH:8]=[CH2:9])([CH3:4])[CH3:3].[CH2:10]=O.CO.[C:14]([O-:17])([O-])=O.[K+].[K+]>COC(C)(C)C.O>[CH3:10][O:17][CH2:14][N:6]([CH2:5][Si:2]([CH3:4])([CH3:3])[CH3:1])[CH2:7][CH:8]=[CH2:9] |f:3.4.5|. Procedure details: To N-((trimethylsilyl)methyl)prop-2-en-1-amine (21 g, 146.5 mmol) was slowly added aqueous formaldehyde (20 g; 37% w/w) while stirring at room temperature. After 5 minutes additional stirring methanol (8 g) was added followed by the addition of K2CO3 (24 g). The reaction mixture was stirred overnight at room temperature. Water (100 ml) was added, followed by addition of tert-butyl methyl ether (75 ml). The organic layer was separated. The aqueous layer was extracted with tert-butyl methyl ether ...